From a dataset of the Open Reaction Database (ORD), a public repository of structured organic reaction records. describe an organic reaction: reactants, conditions, products, and yield The product is O=C1CC(c2ccc(Cl)cc2C(=O)c2ccccc2)CN1. As a reaction SMILES: [Br:12][c:13]1[c:14]([CH:20]2[CH2:21][C:22](=[O:25])[NH:23][CH2:24]2)[cH:15][cH:16][c:17]([Cl:19])[cH:18]1.[Br:26][CH2:27][CH2:28][Br:29].[C:30]([c:31]1[cH:32][cH:33][cH:34][cH:35][cH:36]1)(=[O:37])[Cl:38].[CH2:39]1[O:40][CH2:41][CH2:42][CH2:43]1.[Cu:45][I:46].[Li:1].[OH2:44].[cH:2]1[cH:3][c:4]2[c:5]([cH:6][cH:7][cH:8][cH:9]2)[cH:10][cH:11]1>>[c:13]1([C:30]([c:31]2[cH:32][cH:33][cH:34][cH:35][cH:36]2)=[O:37])[c:14]([CH:20]2[CH2:21][C:22](=[O:25])[NH:23][CH2:24]2)[cH:15][cH:16][c:17]([Cl:19])[cH:18]1. Starting materials: O=C1CC(c2ccc(Cl)cc2Br)CN1, BrCCBr, O=C(Cl)c1ccccc1, C1CCOC1, [Cu]I, [Li], O, c1ccc2ccccc2c1. Yield: 73.0%. Procedure: In 50 ml of dry tetrahydrofuran was dissolved 8.00 g of 3,4-dihydro-9-(methylamino)acridin-1(2H)-one. The mechanically stirred solution was cooled to -10° C. under N2 and 32 ml (1 eq) of 1.1M LiAlH4 solution in ether was added over 5 minutes. The stirring was continued for 45 minutes after the addition, during which the reaction went to completion. The excess LiAlH4 was neutralized with 1 ml of saturated NH4Cl and the resulting salts dissolved in 30% potassium hydroxide solution. The tetrahydrof... Reaction conditions: temperature -10 celsius, time 45 minute. As a reaction SMILES: [CH3:1][NH:2][C:3]1[C:4]2[C:9]([N:10]=[C:11]3[C:16]=1[C:15](=[O:17])[CH2:14][CH2:13][CH2:12]3)=[CH:8][CH:7]=[CH:6][CH:5]=2.[H-].[H-].[H-].[H-].[Li+].[Al+3].[NH4+].[Cl-]>O1CCCC1.CCOCC.[OH-].[K+]>[CH3:1][NH:2][C:3]1[C:4]2[C:9]([N:10]=[C:11]3[C:16]=1[CH:15]([OH:17])[CH2:14][CH2:13][CH2:12]3)=[CH:8][CH:7]=[CH:6][CH:5]=2 |f:1.2.3.4.5.6,7.8,11.12|. Starting materials: [H-].[H-].[H-].[H-].[Li+].[Al+3] (LiAlH4), [NH4+].[Cl-] (NH4Cl), [H-].[H-].[H-].[H-].[Li+].[Al+3] (LiAlH4), CNC=1C2=CC=CC=C2N=C2CCCC(C12)=O (3,4-dihydro-9-(methylamino)acridin-1(2H)-one). Product: CNC=1C2=CC=CC=C2N=C2CCCC(C12)O (9-Methylamino-1,2,3,4-tetrahydroacridin-1-ol). The solvent is CCOCC (ether), [OH-].[K+] (potassium hydroxide), O1CCCC1 (tetrahydrofuran).